This data is from the Open Reaction Database (ORD), a public repository of structured organic reaction records. The task is: describe an organic reaction: reactants, conditions, products, and yield The reactants are BrC1=CC=C(C=C1)CC(=O)OCC (ethyl 4-bromophenylacetate), BrCCCBr (1,3-dibromopropane). The product is C(C)OC(=O)C1(CCC1)C1=CC=C(C=C1)Br (1-(4-Bromo-phenyl)-cyclobutanecarboxylic acid ethyl ester). RXN SMILES: [Br:1][C:2]1[CH:7]=[CH:6][C:5]([CH2:8][C:9]([O:11][CH2:12][CH3:13])=[O:10])=[CH:4][CH:3]=1.Br[CH2:15][CH2:16][CH2:17]Br>>[CH2:12]([O:11][C:9]([C:8]1([C:5]2[CH:4]=[CH:3][C:2]([Br:1])=[CH:7][CH:6]=2)[CH2:17][CH2:16][CH2:15]1)=[O:10])[CH3:13]. Procedure: Prepared according to the procedure described in Example 6, Step 1 using ethyl 4-bromophenylacetate and 1,3-dibromopropane. The reactants are ClC=1SC2=C(N1)C(=CC(=C2N(N)C(C(C)(C)C)=O)F)Cl (2,4-dichloro-6-fluoro-7-[N-(2,2-dimethylpropanoyl)hydrazino]benzothiazole), solution, C(=O)(Cl)Cl (phosgene), C1(=CC=CC=C1)C (toluene). The product is ClC=1SC2=C(N1)C(=CC(=C2N2C(OC(=N2)C(C)(C)C)=O)F)Cl (3-(2,4-dichloro-6-fluorobenzothiazol-7-yl)-5-(1,1-dimethylethyl)-1,3,4-oxadiazol-2(3H)-one). Reaction SMILES: [Cl:1][C:2]1[S:3][C:4]2[C:10]([N:11]([C:13](=[O:18])C(C)(C)C)[NH2:12])=[C:9]([F:19])[CH:8]=[C:7]([Cl:20])[C:5]=2[N:6]=1.[C:21](Cl)(Cl)=[O:22].[C:25]1([CH3:31])[CH:30]=CC=C[CH:26]=1>>[Cl:1][C:2]1[S:3][C:4]2[C:10]([N:11]3[N:12]=[C:21]([C:25]([CH3:31])([CH3:30])[CH3:26])[O:22][C:13]3=[O:18])=[C:9]([F:19])[CH:8]=[C:7]([Cl:20])[C:5]=2[N:6]=1. Procedure details: A solution of 1,4 g 2,4-dichloro-6-fluoro-7-[N-(2,2-dimethylpropanoyl)hydrazino]benzothiazole in 8 ml of a 20% solution of phosgene in toluene was heated for 8 hours at 100° C. After cooling, the toluene was removed in vacuo and the residue taken up in dichloromethane. The extract was shaken with aqueous sodium hydrogen carbonate and water, dried over magnesium sulfate and concentrated. The residue was recrystallised from isopropanol/diisopropyl ether. Yield: 0.5 g=40% of theory. m.p.: 157°-158°... The reactants are C(C1=CC=CC=C1)N1C(=NC=C1)CC(C(CC)=O)C(CC)=O (4-(1-benzyl-1H-imidazol-2-ylmethyl)-heptane-3,5-dione), C(C)(C)NN (isopropylhydrazine). Product: C(C1=CC=CC=C1)N1C(=NC=C1)CC=1C(=NN(C1CC)C(C)C)CC (4-(1-Benzyl-1H-imidazol-2-ylmethyl)-3,5-diethyl-1-isopropyl-1H-pyrazole). As a reaction SMILES: [CH2:1]([N:8]1[CH:12]=[CH:11][N:10]=[C:9]1[CH2:13][CH:14]([C:19](=O)[CH2:20][CH3:21])[C:15](=O)[CH2:16][CH3:17])[C:2]1[CH:7]=[CH:6][CH:5]=[CH:4][CH:3]=1.[CH:23]([NH:26][NH2:27])([CH3:25])[CH3:24]>>[CH2:1]([N:8]1[CH:12]=[CH:11][N:10]=[C:9]1[CH2:13][C:14]1[C:19]([CH2:20][CH3:21])=[N:27][N:26]([CH:23]([CH3:25])[CH3:24])[C:15]=1[CH2:16][CH3:17])[C:2]1[CH:7]=[CH:6][CH:5]=[CH:4][CH:3]=1. Reported procedure: 4-(1-Benzyl-1H-imidazol-2-ylmethyl)-3,5-diethyl-1-isopropyl-1H-pyrazole was prepared from 4-(1-benzyl-1H-imidazol-2-ylmethyl)-heptane-3,5-dione and isopropylhydrazine in analogy to Example 190 b): light yellow viscous oil; MS (ISP): 337.3 ((M+H)+.).